This data is from the Open Reaction Database (ORD), a public repository of structured organic reaction records. The task is: describe an organic reaction: reactants, conditions, products, and yield Starting materials: O (water), ClC1=CN=C(C2=CC(=CC=C12)S(=O)(=O)N(CC(=O)O)CC1=CC(=CC=C1)OC)NC(=N)N (N-[(4-Chloro-1-guanidino-7-isoquinolinyl)sulphonyl]-N-(3-methoxybenzyl)glycine), [H-].[Na+] (NaH), C(C)(C)(C)OC(CN(CC1=CC(=CC=C1)OC)S(=O)(=O)C1=CC=C2C(=CN=C(C2=C1)Cl)Cl)=O (N-[(1,4-Dichloro-7-isoquinolinyl)sulphonyl]-N-(3-methoxybenzyl)glycine t-butyl ester). Run in COCCOC (DME). Conditions: temperature 60 celsius. The product is Cl.C(C)(C)(C)OC(CN(CC1=CC(=CC=C1)OC)S(=O)(=O)C1=CC=C2C(=CN=C(C2=C1)NC(=N)N)Cl)=O (N-[(4-chloro-1-guanidino-7-isoquinolinyl)sulphonyl]-N-(3-methoxybenzyl)glycine t-butyl ester hydrochloride). Yield: 53.8%. Reaction SMILES: [Cl:1]C1C2C(=CC(S(N(CC3C=CC=C(OC)C=3)CC(O)=O)(=O)=O)=CC=2)C([NH:29][C:30]([NH2:32])=[NH:31])=NC=1.[H-].[Na+].[C:35]([O:39][C:40](=[O:67])[CH2:41][N:42]([S:52]([C:55]1[CH:64]=[C:63]2[C:58]([C:59]([Cl:66])=[CH:60][N:61]=[C:62]2Cl)=[CH:57][CH:56]=1)(=[O:54])=[O:53])[CH2:43][C:44]1[CH:49]=[CH:48][CH:47]=[C:46]([O:50][CH3:51])[CH:45]=1)([CH3:38])([CH3:37])[CH3:36].O>COCCOC>[ClH:1].[C:35]([O:39][C:40](=[O:67])[CH2:41][N:42]([S:52]([C:55]1[CH:64]=[C:63]2[C:58]([C:59]([Cl:66])=[CH:60][N:61]=[C:62]2[NH:31][C:30]([NH2:32])=[NH:29])=[CH:57][CH:56]=1)(=[O:53])=[O:54])[CH2:43][C:44]1[CH:49]=[CH:48][CH:47]=[C:46]([O:50][CH3:51])[CH:45]=1)([CH3:36])([CH3:37])[CH3:38] |f:1.2,6.7|. Procedure: N-[(4-Chloro-1-guanidino-7-isoquinolinyl)sulphonyl]-N-(3-methoxybenzyl)glycine ##STR22## Guanidine hydrochloride (149 mg, 1.55 mmol) was added in one portion to a suspension of NaH (35 mg, 80% dispersion by wt in mineral oil, 1.16 mmol) in DME (10 mL) and the mixture was heated at 60° C. under N2 for 30 min. N-[(1,4-Dichloro-7-isoquinolinyl)sulphonyl]-N-(3-methoxybenzyl)glycine t-butyl ester (200 mg, 0.39 mmol) was added and the mixture heated at 90° C. for 2 h. The cooled mixture was poured int... Reactants: ClC=1C=CC(=C(C1)S(=O)(=O)N1CCOC2=C1C=C(C=C2)C(=O)NC2=CC(=C(C(=O)O)C=C2)C)OC (4-{[4-(5-Chloro-2-methoxy-benzenesulfonyl)-3,4-dihydro-2H-benzo[1,4]oxazine-6-carbonyl]-amino}-2-methyl-benzoic acid), C(C)OC(C1=C(C=C(C=C1)N)C)=O (4-amino-2-methyl-benzoic acid ethyl ester). The product is C(C)OC(C1=C(C=C(C=C1)NC(=O)C=1C=CC2=C(N(CCO2)S(=O)(=O)C2=C(C=CC(=C2)Cl)OC)C1)C)=O (4-{[4-(5-chloro-2-methoxy-benzenesulfonyl)-3,4-dihydro-2H-benzo[1,4]oxazine-6-carbonyl]-amino}-2-methyl-benzoic acid ethyl ester). Reaction SMILES: [Cl:1][C:2]1[CH:3]=[CH:4][C:5]([O:34][CH3:35])=[C:6]([S:8]([N:11]2[C:16]3[CH:17]=[C:18]([C:21]([NH:23][C:24]4[CH:32]=[CH:31][C:27]([C:28]([OH:30])=[O:29])=[C:26]([CH3:33])[CH:25]=4)=[O:22])[CH:19]=[CH:20][C:15]=3[O:14][CH2:13][CH2:12]2)(=[O:10])=[O:9])[CH:7]=1.[CH2:36](OC(=O)C1C=CC(N)=CC=1C)[CH3:37]>>[CH2:36]([O:29][C:28](=[O:30])[C:27]1[CH:31]=[CH:32][C:24]([NH:23][C:21]([C:18]2[CH:19]=[CH:20][C:15]3[O:14][CH2:13][CH2:12][N:11]([S:8]([C:6]4[CH:7]=[C:2]([Cl:1])[CH:3]=[CH:4][C:5]=4[O:34][CH3:35])(=[O:10])=[O:9])[C:16]=3[CH:17]=2)=[O:22])=[CH:25][C:26]=1[CH3:33])[CH3:37]. Reported procedure: 4-{[4-(5-Chloro-2-methoxy-benzenesulfonyl)-3,4-dihydro-2H-benzo[1,4]oxazine-6-carbonyl]-amino}-2-methyl-benzoic acid, MS (ISP): m/e=515.0 (M−H), was prepared as described in example 1, steps 1 to 6. Step 5 was performed using 4-amino-2-methyl-benzoic acid ethyl ester and yielded 4-{[4-(5-chloro-2-methoxy-benzenesulfonyl)-3,4-dihydro-2H-benzo[1,4]oxazine-6-carbonyl]-amino}-2-methyl-benzoic acid ethyl ester, which was hydrolyzed in step 6. Reaction SMILES: [CH3:14][CH2:15][O:16][C:17](=[O:18])[CH3:19].[CH3:1][c:2]1[cH:3][c:4]2[cH:5][cH:6][cH:7][n:8][c:9]2[cH:10][cH:11]1.[Se:12]=[O:13]>>[CH:1]([c:2]1[cH:3][c:4]2[cH:5][cH:6][cH:7][n:8][c:9]2[cH:10][cH:11]1)=[O:13]. Reactants: CCOC(C)=O, Cc1ccc2ncccc2c1, O=[Se]. Product: O=Cc1ccc2ncccc2c1. Reactants: CC1=C(C=CC=C1)S(=O)(=O)Cl (2-methylbenzenesulfonyl chloride), CC1N(CCOC=2C1=C1C=CNC1=CC2)C(=O)OC(C)(C)C (tert-butyl 1-methyl-1,3,4,8-tetrahydro-2H-[1,4]oxazepino[6,7-e]indole-2-carboxylate), CC1N(CCOC=2C1=C1C=CNC1=CC2)C(=O)OC(C)(C)C (tert-butyl 1-methyl-1,3,4,8-tetrahydro-2H-[1,4]oxazepino[6,7-e]indole-2-carboxylate), [H-].[Na+] (sodium hydride). Solvent: CN(C)C=O (DMF). Reaction conditions: time 8 hour. The product is CC1N(CCOC=2C1=C1C=CN(C1=CC2)S(=O)(=O)C2=C(C=CC=C2)C)C(=O)OC(C)(C)C (tert-butyl 1-methyl-8-[(2-methylphenyl)sulfonyl]-1,3,4,8-tetrahydro-2H-[1,4]oxazepino[6,7-e]indole-2-carboxylate). The yield is 55.4%. As a reaction SMILES: [CH3:1][CH:2]1[C:8]2=[C:9]3[C:13](=[CH:14][CH:15]=[C:7]2[O:6][CH2:5][CH2:4][N:3]1[C:16]([O:18][C:19]([CH3:22])([CH3:21])[CH3:20])=[O:17])[NH:12][CH:11]=[CH:10]3.[H-].[Na+].[CH3:25][C:26]1[CH:31]=[CH:30][CH:29]=[CH:28][C:27]=1[S:32](Cl)(=[O:34])=[O:33]>CN(C=O)C>[CH3:1][CH:2]1[C:8]2=[C:9]3[C:13](=[CH:14][CH:15]=[C:7]2[O:6][CH2:5][CH2:4][N:3]1[C:16]([O:18][C:19]([CH3:21])([CH3:20])[CH3:22])=[O:17])[N:12]([S:32]([C:27]1[CH:28]=[CH:29][CH:30]=[CH:31][C:26]=1[CH3:25])(=[O:34])=[O:33])[CH:11]=[CH:10]3 |f:1.2|. Reported procedure: tert-Butyl 1-methyl-1,3,4,8-tetrahydro-2H-[1,4]oxazepino[6,7-e]indole-2-carboxylate (Intermediate 42, 25 mg, 0.083 mmol) was dissolved in DMF (1 mL) and sodium hydride (60% in mineral oil, 4.0 mg, 0.17 mmol) was added. The reaction mixture was stirred at room temperature for 15 minutes before 2-methylbenzenesulfonyl chloride (22 mg, 0.11 mmol) was added. The reaction mixture was allowed to stir at room temperature overnight. The reaction was quenched by addition of water and the crude product wa... Reactants: C(C1=CC=CC=C1)OC1=C2C=CC=NC2=C(C=C1)[N+](=O)[O-] (5-benzyloxy-8-nitro-quinoline), Cl[Sn]Cl (SnCl2). The solvent is CCO (EtOH). Product: C(C1=CC=CC=C1)OC1=C2C=CC=NC2=C(C=C1)N (5-Benzyloxy-quinolin-8-ylamine). The yield is 65.8%. As a reaction SMILES: [CH2:1]([O:8][C:9]1[CH:18]=[CH:17][C:16]([N+:19]([O-])=O)=[C:15]2[C:10]=1[CH:11]=[CH:12][CH:13]=[N:14]2)[C:2]1[CH:7]=[CH:6][CH:5]=[CH:4][CH:3]=1.Cl[Sn]Cl>CCO>[CH2:1]([O:8][C:9]1[CH:18]=[CH:17][C:16]([NH2:19])=[C:15]2[C:10]=1[CH:11]=[CH:12][CH:13]=[N:14]2)[C:2]1[CH:3]=[CH:4][CH:5]=[CH:6][CH:7]=1. Reported procedure: In a similar fashion using route 19 general procedure 29, 5-benzyloxy-8-nitro-quinoline 564 (572 mg, 2.04 mmol), SnCl2 (1.84 g, 8.16 mmol), and EtOH (15 ml) gave the title compound (336 mg, 66%) which was used in the next step without further purification. The reactants are CN(CCn1cc(-c2ccc(F)c(F)c2)nc1C1CCN(C(=O)OC(C)(C)C)CC1)Cc1ccccc1, CC#N, O=C(Cl)OCc1ccccc1. Yields the product CN(CCn1cc(-c2ccc(F)c(F)c2)nc1C1CCN(C(=O)OC(C)(C)C)CC1)C(=O)OCc1ccccc1. RXN SMILES: [C:1]([CH3:2])([CH3:3])([CH3:4])[O:5][C:6](=[O:7])[N:8]1[CH2:9][CH2:10][CH:11]([c:14]2[n:15]([CH2:27][CH2:28][N:29]([CH3:30])[CH2:31][c:32]3[cH:33][cH:34][cH:35][cH:36][cH:37]3)[cH:16][c:17](-[c:19]3[cH:20][c:21]([F:26])[c:22]([F:25])[cH:23][cH:24]3)[n:18]2)[CH2:12][CH2:13]1.[CH3:49][C:50]#[N:51].[Cl:38][C:39](=[O:40])[O:41][CH2:42][c:43]1[cH:44][cH:45][cH:46][cH:47][cH:48]1>>[C:1]([CH3:2])([CH3:3])([CH3:4])[O:5][C:6](=[O:7])[N:8]1[CH2:9][CH2:10][CH:11]([c:14]2[n:15]([CH2:27][CH2:28][N:29]([CH3:30])[C:39](=[O:40])[O:41][CH2:42][c:43]3[cH:44][cH:45][cH:46][cH:47][cH:48]3)[cH:16][c:17](-[c:19]3[cH:20][c:21]([F:26])[c:22]([F:25])[cH:23][cH:24]3)[n:18]2)[CH2:12][CH2:13]1.